From a dataset of the Open Reaction Database (ORD), a public repository of structured organic reaction records. describe an organic reaction: reactants, conditions, products, and yield Starting materials: Cc1cccc(C(O)CCC(=O)[O-])c1C, N#Cc1ccc(OCc2cccnc2)cc1F, [H-], [Na+], [Na+], C1CCOC1. The product is Cc1cccc(C(CCC(=O)O)Oc2cc(OCc3cccnc3)ccc2C#N)c1C. As a reaction SMILES: [CH3:1][c:2]1[c:3]([CH:9]([CH2:10][CH2:11][C:12](=[O:13])[O-:14])[OH:15])[cH:4][cH:5][cH:6][c:7]1[CH3:8].[F:19][c:20]1[c:21]([C:22]#[N:23])[cH:24][cH:25][c:26]([O:28][CH2:29][c:30]2[cH:31][n:32][cH:33][cH:34][cH:35]2)[cH:27]1.[H-:17].[Na+:16].[Na+:18].[O:36]1[CH2:37][CH2:38][CH2:39][CH2:40]1>>[CH3:1][c:2]1[c:3]([CH:9]([CH2:10][CH2:11][C:12](=[O:13])[OH:14])[O:15][c:20]2[c:21]([C:22]#[N:23])[cH:24][cH:25][c:26]([O:28][CH2:29][c:30]3[cH:31][n:32][cH:33][cH:34][cH:35]3)[cH:27]2)[cH:4][cH:5][cH:6][c:7]1[CH3:8].